From a dataset of the Open Reaction Database (ORD), a public repository of structured organic reaction records. describe an organic reaction: reactants, conditions, products, and yield The reagents and catalysts are C1=CC=C(C=C1)P([C-]2C=CC=C2)C3=CC=CC=C3.C1=CC=C(C=C1)P([C-]2C=CC=C2)C3=CC=CC=C3.Cl[Pd]Cl.[Fe+2] (PdCl2(dppf)), C1=CC=C(C=C1)P([C-]2C=CC=C2)C3=CC=CC=C3.C1=CC=C(C=C1)P([C-]2C=CC=C2)C3=CC=CC=C3.Cl[Pd]Cl.[Fe+2] (PdCl2(dppf)), C=1C=CC(=CC1)[P](C=2C=CC=CC2)(C=3C=CC=CC3)[Pd]([P](C=4C=CC=CC4)(C=5C=CC=CC5)C=6C=CC=CC6)([P](C=7C=CC=CC7)(C=8C=CC=CC8)C=9C=CC=CC9)[P](C=1C=CC=CC1)(C=1C=CC=CC1)C=1C=CC=CC1 (tetrakis(triphenylphosphine)palladium(0)). Product: COC(=O)N[C@H](C(=O)N1[C@@H](CCC1)C=1NC(=CN1)C1=CC=C2C=3C=CC(=CC3CCC2=C1)C=1C=CC2=C(NC(=N2)[C@H]2N(CCC2)C(=O)OC(C)(C)C)C1)C(C)C ((S)-tert-butyl 2-(6-(7-(2-((S)-1-((S)-2-(methoxycarbonylamino)-3-methylbutanoyl)pyrrolidin-2-yl)-1H-imidazol-5-yl)-9,10-dihydrophenanthren-2-yl)-1H-benzo[d]imidazol-2-yl)pyrrolidine-1-carboxylate). Conditions: temperature 90 celsius, time 1 hour. The solvent is C(C)(=O)OCC (ethyl acetate). Reported procedure: A mixture of (S)-tert-butyl 2-(6-(7-(4,4,5,5-tetramethyl-1,3,2-dioxaborolan-2-yl)-9,10-dihydrophenanthren-2-yl)-1H-benzo[d]imidazol-2-yl)pyrrolidine-1-carboxylate (590 mg, 1.0 mmol), methyl (S)-1-((S)-2-(5-bromo-1H-imidazol-2-yl)pyrrolidin-1-yl)-3-methyl-1-oxobutan-2-ylcarbamate (492 mg, 1.3 mmol), PdCl2(dppf) (37 mg, 0.05 mmol), 2M aqueous potassium phosphate solution (1.5 mL, 3.0 mmol), and dimethoxyethane (5 mL) was degassed with a stream of argon for twenty minutes. The reaction was heated t... Yield: 4.0%. RXN SMILES: CC1(C)C(C)(C)OB([C:9]2[CH:22]=[C:21]3[C:12]([C:13]4[CH:14]=[CH:15][C:16]([C:23]5[CH:24]=[CH:25][C:26]6[N:30]=[C:29]([C@@H:31]7[CH2:35][CH2:34][CH2:33][N:32]7[C:36]([O:38][C:39]([CH3:42])([CH3:41])[CH3:40])=[O:37])[NH:28][C:27]=6[CH:43]=5)=[CH:17][C:18]=4[CH2:19][CH2:20]3)=[CH:11][CH:10]=2)O1.Br[C:46]1[NH:50][C:49]([C@@H:51]2[CH2:55][CH2:54][CH2:53][N:52]2[C:56](=[O:66])[C@@H:57]([NH:61][C:62](=[O:65])[O:63][CH3:64])[CH:58]([CH3:60])[CH3:59])=[N:48][CH:47]=1.P([O-])([O-])([O-])=O.[K+].[K+].[K+].C(COC)OC>C(OCC)(=O)C.C1C=CC(P(C2C=CC=CC=2)[C-]2C=CC=C2)=CC=1.C1C=CC(P(C2C=CC=CC=2)[C-]2C=CC=C2)=CC=1.Cl[Pd]Cl.[Fe+2].C1C=CC([P]([Pd]([P](C2C=CC=CC=2)(C2C=CC=CC=2)C2C=CC=CC=2)([P](C2C=CC=CC=2)(C2C=CC=CC=2)C2C=CC=CC=2)[P](C2C=CC=CC=2)(C2C=CC=CC=2)C2C=CC=CC=2)(C2C=CC=CC=2)C2C=CC=CC=2)=CC=1>[CH3:64][O:63][C:62]([NH:61][C@@H:57]([CH:58]([CH3:60])[CH3:59])[C:56]([N:52]1[CH2:53][CH2:54][CH2:55][C@H:51]1[C:49]1[NH:50][C:46]([C:9]2[CH:22]=[C:21]3[C:12]([C:13]4[CH:14]=[CH:15][C:16]([C:23]5[CH:24]=[CH:25][C:26]6[N:30]=[C:29]([C@@H:31]7[CH2:35][CH2:34][CH2:33][N:32]7[C:36]([O:38][C:39]([CH3:41])([CH3:40])[CH3:42])=[O:37])[NH:28][C:27]=6[CH:43]=5)=[CH:17][C:18]=4[CH2:19][CH2:20]3)=[CH:11][CH:10]=2)=[CH:47][N:48]=1)=[O:66])=[O:65] |f:2.3.4.5,8.9.10.11,^1:130,132,151,170|. Reactants: CC1(OB(OC1(C)C)C1=CC=C2C=3C=CC(=CC3CCC2=C1)C=1C=CC2=C(NC(=N2)[C@H]2N(CCC2)C(=O)OC(C)(C)C)C1)C ((S)-tert-butyl 2-(6-(7-(4,4,5,5-tetramethyl-1,3,2-dioxaborolan-2-yl)-9,10-dihydrophenanthren-2-yl)-1H-benzo[d]imidazol-2-yl)pyrrolidine-1-carboxylate), BrC1=CN=C(N1)[C@H]1N(CCC1)C([C@H](C(C)C)NC(OC)=O)=O (methyl (S)-1-((S)-2-(5-bromo-1H-imidazol-2-yl)pyrrolidin-1-yl)-3-methyl-1-oxobutan-2-ylcarbamate), P(=O)([O-])([O-])[O-].[K+].[K+].[K+] (potassium phosphate), C(OC)COC (dimethoxyethane). Reactants: CCOC(=O)C(C)(C)Oc1ccc(OCCc2nc(-c3ccc(-c4ccc(F)cc4)cc3)oc2C)cc1, CCO, Cl, [Li+], [OH-], O. Product: Cc1oc(-c2ccc(-c3ccc(F)cc3)cc2)nc1CCOc1ccc(OC(C)(C)C(=O)O)cc1. RXN SMILES: [CH2:1]([CH3:2])[O:3][C:4]([C:5]([CH3:6])([CH3:7])[O:8][c:9]1[cH:10][cH:11][c:12]([O:15][CH2:16][CH2:17][c:18]2[n:19][c:20](-[c:24]3[cH:25][cH:26][c:27](-[c:30]4[cH:31][cH:32][c:33]([F:36])[cH:34][cH:35]4)[cH:28][cH:29]3)[o:21][c:22]2[CH3:23])[cH:13][cH:14]1)=[O:37].[CH3:40][CH2:41][OH:42].[ClH:43].[Li+:38].[OH-:39].[OH2:44]>>[O:3]=[C:4]([C:5]([CH3:6])([CH3:7])[O:8][c:9]1[cH:10][cH:11][c:12]([O:15][CH2:16][CH2:17][c:18]2[n:19][c:20](-[c:24]3[cH:25][cH:26][c:27](-[c:30]4[cH:31][cH:32][c:33]([F:36])[cH:34][cH:35]4)[cH:28][cH:29]3)[o:21][c:22]2[CH3:23])[cH:13][cH:14]1)[OH:37].